Task: describe an organic reaction: reactants, conditions, products, and yield. Dataset: the Open Reaction Database (ORD), a public repository of structured organic reaction records The reactants are C(C)(=O)OCCOC1=NN(C(=C1C(=O)OC(C)(C)C)N)C (tert-butyl 3-[2-(acetyloxy)ethoxy]-5-amino-1-methyl-1H-pyrazole-4-carboxylate), [H-].[Na+] (sodium hydride), [Cl-].[NH4+] (ammonium chloride), C(C)(C)(C)C1=CC=C(C=C1)S(=O)(=O)Cl (4-(tert-butyl)benzenesulfonyl chloride). The solvent is O1CCCC1 (tetrahydrofuran), O (water). Run at time 1 hour. Product: C(C)(=O)OCCOC1=NN(C(=C1C(=O)OC(C)(C)C)NS(=O)(=O)C1=CC=C(C=C1)C(C)(C)C)C (tert-butyl 3-[2-(acetyloxy)ethoxy]-5-({[4-(tert-butyl)phenyl]sulfonyl}amino)-1-methyl-1H-pyrazole-4-carboxylate). The yield is 13.8%. As a reaction SMILES: [C:1]([O:4][CH2:5][CH2:6][O:7][C:8]1[C:12]([C:13]([O:15][C:16]([CH3:19])([CH3:18])[CH3:17])=[O:14])=[C:11]([NH2:20])[N:10]([CH3:21])[N:9]=1)(=[O:3])[CH3:2].[H-].[Na+].[C:24]([C:28]1[CH:33]=[CH:32][C:31]([S:34](Cl)(=[O:36])=[O:35])=[CH:30][CH:29]=1)([CH3:27])([CH3:26])[CH3:25].[Cl-].[NH4+]>O1CCCC1.O>[C:1]([O:4][CH2:5][CH2:6][O:7][C:8]1[C:12]([C:13]([O:15][C:16]([CH3:17])([CH3:19])[CH3:18])=[O:14])=[C:11]([NH:20][S:34]([C:31]2[CH:32]=[CH:33][C:28]([C:24]([CH3:27])([CH3:26])[CH3:25])=[CH:29][CH:30]=2)(=[O:36])=[O:35])[N:10]([CH3:21])[N:9]=1)(=[O:3])[CH3:2] |f:1.2,4.5|. Procedure details: To tert-butyl 3-[2-(acetyloxy)ethoxy]-5-amino-1-methyl-1H-pyrazole-4-carboxylate (Preparation 10) (70 g) in solution in tetrahydrofuran (1 lit.) at 0° C. was added sodium hydride (20.2 g of a 60% dispersion in oil). The reaction mixture was stirred at room temperature for one hour and then 4-(tert-butyl)benzenesulfonyl chloride (58.88 g) was added dropwise. The reaction mixture was stirred at room temperature overnight and was then diluted with water (200 ml) at 0° C., followed by a saturated so... Reactants: IC1=CC=C(C#N)C=C1 (4-iodobenzonitrile), BrC1=CC=C(C#N)C=C1 (4-bromobenzonitrile), [OH-].[Cs+] (cesium hydroxide). The product is OC1=CC=C(C#N)C=C1 (4-Hydroxybenzonitrile). RXN SMILES: I[C:2]1[CH:9]=[CH:8][C:5]([C:6]#[N:7])=[CH:4][CH:3]=1.BrC1C=CC(C#N)=CC=1.[OH-:19].[Cs+]>>[OH:19][C:2]1[CH:9]=[CH:8][C:5]([C:6]#[N:7])=[CH:4][CH:3]=1 |f:2.3|. Reported procedure: Following general operating mode A, 4-iodobenzonitrile or 4-bromobenzonitrile (229 mg or 182 mg, 1.0 mmol) were reacted at respectively 110° C. or 130° C. with cesium hydroxide to afford the expected product in the form of a white solid at respective yields of 91% and 94% (eluent: ethyl acetate/heptane 20:80). Reactants: N[C@H]1CC[C@H](C2=CC=CC=C12)O ((1R,4S)-4-Amino-1,2,3,4-tetrahydro-naphthalen-1-ol), [H-].[Na+] (NaH), FC=1C=CC=2N(C1)C(=NN2)[C@@H]2CN(CCC2)C (6-Fluoro-3-((S)-1-methyl-piperidin-3-yl)-[1,2,4]triazolo[4,3-a]pyridine). The solvent is CN(C)C=O (DMF), CN(C)C=O (DMF). Reaction conditions: time 45 minute. Product: CN1C[C@H](CCC1)C1=NN=C2N1C=C(C=C2)O[C@@H]2CC[C@@H](C1=CC=CC=C21)N ((1S,4R)-4-[3-((S)-1-Methyl-piperidin-3-yl)-[1,2,4]triazolo[4,3-a]pyridin-6-yloxy]-1,2,3,4-tetrahydro-naphthalen-1-ylamine). As a reaction SMILES: [NH2:1][C@@H:2]1[C:11]2[C:6](=[CH:7][CH:8]=[CH:9][CH:10]=2)[C@H:5]([OH:12])[CH2:4][CH2:3]1.[H-].[Na+].F[C:16]1[CH:17]=[CH:18][C:19]2[N:20]([C:22]([C@H:25]3[CH2:30][CH2:29][CH2:28][N:27]([CH3:31])[CH2:26]3)=[N:23][N:24]=2)[CH:21]=1>CN(C=O)C>[CH3:31][N:27]1[CH2:28][CH2:29][CH2:30][C@H:25]([C:22]2[N:20]3[CH:21]=[C:16]([O:12][C@H:5]4[C:6]5[C:11](=[CH:10][CH:9]=[CH:8][CH:7]=5)[C@@H:2]([NH2:1])[CH2:3][CH2:4]4)[CH:17]=[CH:18][C:19]3=[N:24][N:23]=2)[CH2:26]1 |f:1.2|. Procedure details: To a solution of Intermediate A (196 mg, 1.20 mmol) in dry DMF (3 mL) at RT under N2 was added NaH (60% dispersion in oil, 80 mg, 2.00 mmol) and the resulting opaque brown solution stirred for 45 min. A solution of Intermediate 88d (234 mg, 1.00 mmol) in dry DMF (2 mL) was added and the resulting dark brown solution stirred at 60° C. for 90 min. The cooled solution was concentrated in vacuo, redissolved in MeOH (2 mL) and AcOH (0.1 mL), applied to and SCX-2 cartridge and washed with MeOH (75 mL)... The reactants are ClC=1C=C(C=C(C1C(=C(Cl)Cl)Cl)Cl)C (3,5-dichloro-4-(trichlorovinyl)toluene), C(C1=CC=CC=C1)(=O)OOC(C1=CC=CC=C1)=O (dibenzoyl peroxide), BrN1C(CCC1=O)=O (N-bromosuccinimide). The solvent is C1=CC=CC=C1 (benzene). Yields the product ClC=1C=C(CBr)C=C(C1C(=C(Cl)Cl)Cl)Cl (3,5-dichloro-4-(trichlorovinyl)benzyl bromide). RXN SMILES: [Cl:1][C:2]1[CH:3]=[C:4]([CH3:14])[CH:5]=[C:6]([Cl:13])[C:7]=1[C:8]([Cl:12])=[C:9]([Cl:11])[Cl:10].C(OOC(=O)C1C=CC=CC=1)(=O)C1C=CC=CC=1.[Br:33]N1C(=O)CCC1=O>C1C=CC=CC=1>[Cl:1][C:2]1[CH:3]=[C:4]([CH:5]=[C:6]([Cl:13])[C:7]=1[C:8]([Cl:12])=[C:9]([Cl:10])[Cl:11])[CH2:14][Br:33]. Reported procedure: From the reaction of 3,5-dichloro-4-(trichlorovinyl)toluene (2.15 g), dibenzoyl peroxide (0.33 g), and N-bromosuccinimide (2.05 g) in 85 ml of benzene at reflux as in Example 30, 3,5-dichloro-4-(trichlorovinyl)benzyl bromide is obtained. This material (2.7 g) and sodium azide (0.8 g) in ethanol (25 ml) is heated for 2 hours. The crude product is chromatographed on silica gel to give pure 3,5-dichloro-4-(trichlorovinyl)benzyl azide. The reactants are BrC=1C=C(C=NC1)OC[C@H]1N(CC1)C(=O)OC(C)(C)C (5-bromo-3-(1-tert-butoxycarbonyl-2(S) -azetidinylmethoxy)pyridine), C(=O)([O-])[O-].[K+].[K+] (K2CO3), C1=CC=C(C=C1)P(C2=CC=CC=C2)C3=CC=CC=C3 (PPh3), C(CCCC#C)O (5-hexyn-1-ol). Reagents/catalysts: [Pd] (Pd/C), [Cu]I (CuI). The solvent is COCCOC (DME), O (H2O). Run at time 30 minute. Product: OCCCCC#CC=1C=C(C=NC1)OC[C@H]1N(CC1)C(=O)OC(C)(C)C (5-(6-Hydroxy-1-hexynyl)-3-(1-tert-butoxycarbonyl-2(S) -azetidinylmethoxy)pyridine). Isolated yield 83.0%. As a reaction SMILES: Br[C:2]1[CH:3]=[C:4]([O:8][CH2:9][C@@H:10]2[CH2:13][CH2:12][N:11]2[C:14]([O:16][C:17]([CH3:20])([CH3:19])[CH3:18])=[O:15])[CH:5]=[N:6][CH:7]=1.C([O-])([O-])=O.[K+].[K+].C1C=CC(P(C2C=CC=CC=2)C2C=CC=CC=2)=CC=1.[CH2:46]([OH:52])[CH2:47][CH2:48][CH2:49][C:50]#[CH:51]>COCCOC.O.[Pd].[Cu]I>[OH:52][CH2:46][CH2:47][CH2:48][CH2:49][C:50]#[C:51][C:2]1[CH:3]=[C:4]([O:8][CH2:9][C@@H:10]2[CH2:13][CH2:12][N:11]2[C:14]([O:16][C:17]([CH3:20])([CH3:19])[CH3:18])=[O:15])[CH:5]=[N:6][CH:7]=1 |f:1.2.3|. Reported procedure: To a stirred solution of 5-bromo-3-(1-tert-butoxycarbonyl-2(S) -azetidinylmethoxy)pyridine (720 mg, 2.1 mmol), K2CO3 (725 mg, 5.25 mmol), PPh3 (50 mg) in DME (5 mL) and H2O (5 mL) was added 10% Pd/C (50 mg) and CuI (50 mg). The mixture was stirred at room temperature for 30 min under argon, then 5-hexyn-1-ol (0.8 mL) was added. The reaction mixture was refluxed for 72 h. After cooled, the mixture was filtered through Celite and washed with EtOAc. The filtrate was concentrated in vacuo. The resid... The reactants are [H-].[Na+] (sodium hydride), FC1=CC=C(C=O)C=C1 (4-fluorobenzaldehyde), ice water, suspension, CC=1N=CNC1 (4-methylimidazol). The solvent is CN(C=O)C (dimethylformamide). Conditions: time 1 hour. Yields the product CC=1N=CN(C1)C1=CC=C(C=O)C=C1 (4-(4-Methyl-1H-imidazol-1-yl)benzaldehyde). Yield: 14.4%. As a reaction SMILES: [H-].[Na+].[CH3:3][C:4]1[N:5]=[CH:6][NH:7][CH:8]=1.F[C:10]1[CH:17]=[CH:16][C:13]([CH:14]=[O:15])=[CH:12][CH:11]=1>CN(C)C=O>[CH3:3][C:4]1[N:5]=[CH:6][N:7]([C:10]2[CH:17]=[CH:16][C:13]([CH:14]=[O:15])=[CH:12][CH:11]=2)[CH:8]=1 |f:0.1|. Procedure: 4.20 g of sodium hydride (a 60% suspension thereof in a mineral oil) was suspended in 150 ml of dimethylformamide to obtain a suspension. 8.62 g of 4-methylimidazol was added to the suspension at a room temperature under stirring in portions. After one hour, 12.4 g of 4-fluorobenzaldehyde was added to the obtained mixture. The obtained mixture was stirred for 4 hours and poured into ice-water. The obtained mixture was extracted with chloroform. The extract was dried over anhydrous sodium sulfate...